Dataset: the Open Reaction Database (ORD), a public repository of structured organic reaction records. Task: describe an organic reaction: reactants, conditions, products, and yield Reactants: BrCCCCCC(=O)C1=CC2=CC(=C(C=C2C=C1)OC)OC (6-bromo-(6,7-dimethoxy-2-naphthalenyl)-1-hexanone), C1(=CC=CC=C1)COC(C1=C(C(=C(C=C1)O)CCC)O)=O (2,4-dihydroxy-3-propylbenzoic acid phenylmethyl ester), C([O-])([O-])=O.[K+].[K+] (potassium carbonate), [I-].[Na+] (sodium iodide). Run in CC(=O)C (acetone), CN(C=O)C (dimethylformamide). Product: C1(=CC=CC=C1)COC(C1=CC(=CC=C1)CCC)=O (3-propylbenzoic acid phenylmethyl ester), 2-hydroxy-4-[[6,7-dimethoxy-2-naphthalenyl)-6-oxohexyl]oxy. Isolated yield 69.0%. As a reaction SMILES: BrCCCCCC(C1C=CC2C(=CC(OC)=C(OC)C=2)C=1)=O.[C:23]1([CH2:29][O:30][C:31](=[O:43])[C:32]2[CH:37]=[CH:36][C:35](O)=[C:34]([CH2:39][CH2:40][CH3:41])[C:33]=2O)[CH:28]=[CH:27][CH:26]=[CH:25][CH:24]=1.C(=O)([O-])[O-].[K+].[K+].[I-].[Na+]>CC(C)=O.CN(C)C=O>[C:23]1([CH2:29][O:30][C:31](=[O:43])[C:32]2[CH:37]=[CH:36][CH:35]=[C:34]([CH2:39][CH2:40][CH3:41])[CH:33]=2)[CH:24]=[CH:25][CH:26]=[CH:27][CH:28]=1 |f:2.3.4,5.6|. Procedure: A mixture of 7.60 g (0.021 mole) of 6-bromo-(6,7-dimethoxy-2-naphthalenyl)-1-hexanone, 5.96 g (0.021 mole) of 2,4-dihydroxy-3-propylbenzoic acid phenylmethyl ester, 5.75 g (0.042 mole) of potassium carbonate and 3.20 g (0.021 mole) of sodium iodide in 100 mL of acetone and 25 mL of dimethylformamide was stirred at reflux for 26 hours. The solvents were removed under reduced pressure and the crude product was purified by HPLC using 2% ethyl acetate-toluene, to give 8.14 g (69% yield) of 2-hydroxy... Reactants: C=1(C(=CC=CC1)C)C (xylene), [OH-].[K+] (KOH), C=1(C(=CC=CC1)C)C (xylene), oxide. Solvent: O (water). Run at time 4.5 hour. Product: C=O.C1(=CC=CC=C1)O (phenol-formaldehyde). As a reaction SMILES: [OH-:1].[K+].[C:3]1(C)[C:4](C)=[CH:5][CH:6]=[CH:7][CH:8]=1>O>[CH2:3]=[O:1].[C:3]1([OH:1])[CH:4]=[CH:5][CH:6]=[CH:7][CH:8]=1 |f:0.1,4.5|. Reported procedure: Pure cyclic tetramer and 3 to 5% by weight of KOH, dissolved in an equal amount of water, are heated together with two to four times their weight of xylene, under azeotropic reflux, until catalyzation is complete and no more water can be removed. This usually takes from 3 to 6 hours depending upon the batch size. Since the tetramer is very poorly, if at all, soluble in the xylene, it is essential that efficient rapid stirring is applied to keep the very finely dispersed solid homogeneously distr...